From a dataset of the Open Reaction Database (ORD), a public repository of structured organic reaction records. describe an organic reaction: reactants, conditions, products, and yield The product is CS(=O)(=O)OC1=NC(=CC=C1)SCCC (6-n-propylthio-2-pyridyl methanesulfonate). The reactants are C(CC)SC1=CC=CC(=N1)O (6-n-propylthio-2-pyridinol), C([O-])([O-])=O.[Na+].[Na+] (sodium carbonate), CS(=O)(=O)Cl (methanesulfonyl chloride). Procedure: 3.4 g of 6-n-propylthio-2-pyridinol and 2.2 g of anhydrous sodium carbonate were suspended in 25 ml of N,N-dimethylformamide, followed by stirring. 2.4 g of methanesulfonyl chloride was added dropwise to the suspension at 10° C. After the addition, the bath was removed and the resulting mixture was allowed to stand to raise the temperature of the mixture to room temperature. The mixture was heated to 50° C. and stirred for 2.5 hours. The reaction mixture was poured into 200 ml of chilled water a... The yield is 78.5%. Solvent: CN(C=O)C (N,N-dimethylformamide). Reaction SMILES: [CH2:1]([S:4][C:5]1[N:10]=[C:9]([OH:11])[CH:8]=[CH:7][CH:6]=1)[CH2:2][CH3:3].C(=O)([O-])[O-].[Na+].[Na+].[CH3:18][S:19](Cl)(=[O:21])=[O:20]>CN(C)C=O>[CH3:18][S:19]([O:11][C:9]1[CH:8]=[CH:7][CH:6]=[C:5]([S:4][CH2:1][CH2:2][CH3:3])[N:10]=1)(=[O:21])=[O:20] |f:1.2.3|. The reactants are O=C(O)c1ccc(Br)c(Cl)c1, CC(C)(C)c1cccc(NC(=O)c2ccc(Br)c(F)c2)c1, CC(C)(C)c1cccc(N)c1. Yields the product CC(C)(C)c1cccc(NC(=O)c2ccc(Br)c(Cl)c2)c1. As a reaction SMILES: [Br:12][c:13]1[c:14]([Cl:22])[cH:15][c:16]([C:17](=[O:18])[OH:19])[cH:20][cH:21]1.[Br:23][c:24]1[cH:25][cH:26][c:27]([C:28]([NH:29][c:30]2[cH:31][cH:32][cH:33][c:34]([C:35]([CH3:36])([CH3:37])[CH3:38])[cH:39]2)=[O:40])[cH:41][c:42]1[F:43].[C:1]([CH3:2])([CH3:3])([CH3:4])[c:5]1[cH:6][c:7]([NH2:11])[cH:8][cH:9][cH:10]1>>[C:1]([CH3:2])([CH3:3])([CH3:4])[c:5]1[cH:6][c:7]([NH:11][C:17]([c:16]2[cH:15][c:14]([Cl:22])[c:13]([Br:12])[cH:21][cH:20]2)=[O:18])[cH:8][cH:9][cH:10]1. Starting materials: CC(C)CC(N)C(=O)O, [Na+], [OH-], Cc1ccc(S(=O)(=O)Cl)cc1. The product is Cc1ccc(S(=O)(=O)NC(CC(C)C)C(=O)O)cc1. As a reaction SMILES: [CH3:1][CH:2]([CH3:3])[CH2:4][CH:5]([NH2:6])[C:7]([OH:8])=[O:9].[Na+:22].[OH-:21].[c:10]1([CH3:20])[cH:11][cH:12][c:13]([S:16](=[O:17])(=[O:18])[Cl:19])[cH:14][cH:15]1>>[CH3:1][CH:2]([CH3:3])[CH2:4][CH:5]([NH:6][S:16]([c:13]1[cH:12][cH:11][c:10]([CH3:20])[cH:15][cH:14]1)(=[O:17])=[O:18])[C:7]([OH:8])=[O:9]. Starting materials: CC1=CC=CC2=C(ON=C21)C2=CC=CC=C2 (7-methyl-3-phenyl-2,1-benzisoxazole), BrN1C(CCC1=O)=O (N-bromosuccinimide). Solvent: C(Cl)(Cl)(Cl)Cl (carbon tetrachloride). Product: BrCC1=CC=CC2=C(ON=C21)C2=CC=CC=C2 (7-Bromomethyl-3-phenyl-2,1-benzisoxazole). The yield is 78.1%. Reaction SMILES: [CH3:1][C:2]1[C:10]2[C:6](=[C:7]([C:11]3[CH:16]=[CH:15][CH:14]=[CH:13][CH:12]=3)[O:8][N:9]=2)[CH:5]=[CH:4][CH:3]=1.[Br:17]N1C(=O)CCC1=O>C(Cl)(Cl)(Cl)Cl>[Br:17][CH2:1][C:2]1[C:10]2[C:6](=[C:7]([C:11]3[CH:16]=[CH:15][CH:14]=[CH:13][CH:12]=3)[O:8][N:9]=2)[CH:5]=[CH:4][CH:3]=1. Procedure details: A solution of 23.5 g (0.112 mole) of 7-methyl-3-phenyl-2,1-benzisoxazole in 400 ml of carbon tetrachloride was treated with 20.0 g (0.112 mole) of N-bromosuccinimide and the mixture was heated at reflux with a white light lamp until all solid floated in the solvent. The mixture was filtered and the filtrate deposited a 15 g crop of reasonably pure product. This 15 g of material was dissolved in methylene chloride and washed with diluted sodium hydroxide to remove succinimide. The organic solutio... Reactants: N1C=NC2=C1C=CC(=C2)N (1H-benzo[d]imidazol-5-amine), N(=C=S)C1=C(C(=O)OC)C=CC=C1 (methyl 2-isothiocyanatobenzoate). Run in C1CCOC1 (THF). The product is N1C=NC2=C1C=CC(=C2)N2C(NC1=CC=CC=C1C2=O)=S (3-(1H-benzo[d]imidazol-5-yl)-2,3-dihydro-2-thioxoquinazolin-4(1H)-one). As a reaction SMILES: [NH:1]1[C:5]2[CH:6]=[CH:7][C:8]([NH2:10])=[CH:9][C:4]=2[N:3]=[CH:2]1.[N:11]([C:14]1[CH:23]=[CH:22][CH:21]=[CH:20][C:15]=1[C:16](OC)=[O:17])=[C:12]=[S:13]>C1COCC1>[NH:1]1[C:5]2[CH:6]=[CH:7][C:8]([N:10]3[C:16](=[O:17])[C:15]4[C:14](=[CH:23][CH:22]=[CH:21][CH:20]=4)[NH:11][C:12]3=[S:13])=[CH:9][C:4]=2[N:3]=[CH:2]1. Procedure details: 1H-benzo[d]imidazol-5-amine (0.14 g, 1.08 mmol) and methyl 2-isothiocyanatobenzoate (0.21 g, 1.08 mmol) were dissolved ind 10 mL of THF. The mixture was stirred by heating under reflux over night. The resulted insoluble solid was separated by suction through a frit and washed with THF to give a white solid.